This data is from the Open Reaction Database (ORD), a public repository of structured organic reaction records. The task is: describe an organic reaction: reactants, conditions, products, and yield The reactants are CCC(Oc1ccc(Br)cc1)C(=O)O, CC1C=CC2=CC(C(C)(C)C)CC(O)C2C1(CCC1CC(C(C)(C)C)C(O[SiH](C)C)C(=O)O1)O[SiH](C)C. Product: CCC(Oc1ccc(Br)cc1)C(=O)OC1CC(C(C)(C)C)C=C2C=CC(C)C(CCC3CC(C(C)(C)C)C(O[SiH](C)C)C(=O)O3)(O[SiH](C)C)C21. Reaction SMILES: [Br:1][c:2]1[cH:3][cH:4][c:5]([O:6][CH:7]([C:8](=[O:9])[OH:10])[CH2:11][CH3:12])[cH:13][cH:14]1.[C:15]([CH3:16])([CH3:17])([CH3:18])[CH:19]1[CH:20]=[C:21]2[CH:22]=[CH:23][CH:24]([CH3:51])[C:25]([CH2:30][CH2:31][CH:32]3[CH2:33][CH:34]([C:43]([CH3:44])([CH3:45])[CH3:46])[CH:35]([O:39][SiH:40]([CH3:41])[CH3:42])[C:36](=[O:38])[O:37]3)([O:47][SiH:48]([CH3:49])[CH3:50])[CH:26]2[CH:27]([OH:29])[CH2:28]1>>[Br:1][c:2]1[cH:3][cH:4][c:5]([O:6][CH:7]([C:8]([O:9][CH:27]2[CH:26]3[C:21](=[CH:20][CH:19]([C:15]([CH3:16])([CH3:17])[CH3:18])[CH2:28]2)[CH:22]=[CH:23][CH:24]([CH3:51])[C:25]3([CH2:30][CH2:31][CH:32]2[CH2:33][CH:34]([C:43]([CH3:44])([CH3:45])[CH3:46])[CH:35]([O:39][SiH:40]([CH3:41])[CH3:42])[C:36](=[O:38])[O:37]2)[O:47][SiH:48]([CH3:49])[CH3:50])=[O:10])[CH2:11][CH3:12])[cH:13][cH:14]1.